From a dataset of the Open Reaction Database (ORD), a public repository of structured organic reaction records. describe an organic reaction: reactants, conditions, products, and yield Starting materials: C[O-], CN(C)C=O, COc1ccccc1Oc1c(Cl)nc(C(F)(F)F)nc1NS(=O)(=O)C=Cc1ccccc1, Cl, [Na+]. Yields the product COc1ccccc1Oc1c(NS(=O)(=O)C=Cc2ccccc2)nc(C(F)(F)F)nc1OC. Reaction SMILES: [CH3:1][O-:2].[CH3:37][N:38]([CH3:39])[CH:40]=[O:41].[Cl:4][c:5]1[c:6]([O:27][c:28]2[c:29]([O:34][CH3:35])[cH:30][cH:31][cH:32][cH:33]2)[c:7]([NH:15][S:16](=[O:17])(=[O:18])[CH:19]=[CH:20][c:21]2[cH:22][cH:23][cH:24][cH:25][cH:26]2)[n:8][c:9]([C:11]([F:12])([F:13])[F:14])[n:10]1.[ClH:36].[Na+:3]>>[CH3:1][O:2][c:5]1[c:6]([O:27][c:28]2[c:29]([O:34][CH3:35])[cH:30][cH:31][cH:32][cH:33]2)[c:7]([NH:15][S:16](=[O:17])(=[O:18])[CH:19]=[CH:20][c:21]2[cH:22][cH:23][cH:24][cH:25][cH:26]2)[n:8][c:9]([C:11]([F:12])([F:13])[F:14])[n:10]1. Starting materials: BrCCCCN1C(C=2C(C1=O)=CC=CC2)=O (N-(4-bromobutyl)phthalimide), C1(NC(C2=CC=CC=C12)=O)=O (isoindole-1,3-dione), FC1=NC=C(C=C1)C=1N=CNC1 (2-fluoro-5-(1H-imidazol-4-yl)-pyridine), C([O-])([O-])=O.[K+].[K+] (potassium carbonate). Run in CN(C)C=O (DMF). Run at temperature 80 celsius, time 24 hour. Yields the product TEA, FC1=CC=C(C=N1)C=1N=CN(C1)CCCCCN1C(C2=CC=CC=C2C1=O)=O (2-{4-[4-(6-fluoro-pyridin-3-yl)-imidazol-1-ylmethyl]-butyl}-isoindole-1,3-dione). Isolated yield 55.0%. Reaction SMILES: [C:1]1(=[O:11])[C:9]2[C:4](=[CH:5][CH:6]=[CH:7][CH:8]=2)[C:3](=[O:10])[NH:2]1.[F:12][C:13]1[CH:18]=[CH:17][C:16]([C:19]2[N:20]=[CH:21][NH:22][CH:23]=2)=[CH:15][N:14]=1.C(=O)([O-])[O-].[K+].[K+].BrCCCCN1[C:39](=O)[C:38]2=CC=[CH:43][CH:44]=[C:37]2C1=O>CN(C=O)C>[F:12][C:13]1[N:14]=[CH:15][C:16]([C:19]2[N:20]=[CH:21][N:22]([CH2:43][CH2:44][CH2:37][CH2:38][CH2:39][N:2]3[C:3](=[O:10])[C:4]4[C:9](=[CH:8][CH:7]=[CH:6][CH:5]=4)[C:1]3=[O:11])[CH:23]=2)=[CH:17][CH:18]=1 |f:2.3.4|. Reported procedure: 2-14-[4-(6-fluoro-pyridin-3-yl)-imidazol-1-ylmethyl]-butyl)-isoindole-1,3-dione. To a solution of 2-fluoro-5-(1H-imidazol-4-yl)-pyridine (1.72 g, 7.3 mmoles) in DMF (15 ml) was added potassium carbonate (5.0 g, 36.4 mmoles) at room temperature under dry conditions. After heating the reaction mixture in a 80° C. oil bath for 1 hour, N-(4-bromobutyl)phthalimide (8.2 g, 29.2 mmoles) was added to the mixture. The solution was left stirring in an 80° C. oil bath for 24 hours. Upon cooling, the reacti... The reactants are CN(C)CC1=CC2=C(CN(CC2)C(CCCCSC2=CC=CC=C2)=O)O1 (1-(2-Dimethylaminomethyl-5,7-dihydro-4H-furo[2,3-c]pyridin-6-yl)-5-phenylthiopentan-1-one), Cl (hydrogen chloride). Solvent: CO (methanol), C(C)(=O)OCC (ethyl acetate). Product: Cl.CN(C)CC1=CC2=C(CN(CC2)C(CCCCSC2=CC=CC=C2)=O)O1 (1-(2-dimethylaminomethyl-5,7-dihydro-4H-furo[2,3-c]pyridin-6-yl)-5-phenylthiopentan-1-one hydrochloride). RXN SMILES: [CH3:1][N:2]([CH2:4][C:5]1[O:26][C:8]2[CH2:9][N:10]([C:13](=[O:25])[CH2:14][CH2:15][CH2:16][CH2:17][S:18][C:19]3[CH:24]=[CH:23][CH:22]=[CH:21][CH:20]=3)[CH2:11][CH2:12][C:7]=2[CH:6]=1)[CH3:3].[ClH:27]>CO.C(OCC)(=O)C>[ClH:27].[CH3:1][N:2]([CH2:4][C:5]1[O:26][C:8]2[CH2:9][N:10]([C:13](=[O:25])[CH2:14][CH2:15][CH2:16][CH2:17][S:18][C:19]3[CH:24]=[CH:23][CH:22]=[CH:21][CH:20]=3)[CH2:11][CH2:12][C:7]=2[CH:6]=1)[CH3:3] |f:4.5|. Procedure: 1-(2-Dimethylaminomethyl-5,7-dihydro-4H-furo[2,3-c]pyridin-6-yl)-5-phenylthiopentan-1-one 0.247 g was dissolved in 2 ml of methanol; hydrogen chloride in ethyl acetate was added in excess, followed by stirring. After this mixture was concentrated, the resulting product was recrystallized from diethyl ether-ethanol to yield the desired product.